Dataset: the Open Reaction Database (ORD), a public repository of structured organic reaction records. Task: describe an organic reaction: reactants, conditions, products, and yield The reactants are ClC=1C=C2C(=NC1C1=CC=C(C=C1)B1OC(C(O1)(C)C)(C)C)N(C(=N2)O[C@@H]2CO[C@H]1[C@@H]2OC[C@H]1O)COCC[Si](C)(C)C ((3R,3aR,6R,6aR)-6-(6-chloro-5-(4-(4,4,5,5-tetramethyl-1,3,2-dioxaborolan-2-yl)phenyl)-3-(2-trimethylsilanyl-ethoxymethyl)-3H-imidazo[4,5-b]pyridin-2-yloxy)hexahydrofuro[3,2-b]furan-3-ol), BrC1=CC=C(C=C1)CN=S(N1CCCC1)(=O)C ([(4-bromophenyl)-methyl][methyl(oxo)pyrrolidin-1-yl-λ6-sulfanylidene]amine), Intermediate 3. Run in O1CCOCC1 (1,4-dioxane). Product: ClC=1C=C2C(=NC1C1=CC=C(C=C1)C1=CC=C(C=C1)CN=S(N1CCCC1)(=O)C)N(C(=N2)O[C@@H]2CO[C@H]1[C@@H]2OC[C@H]1O)COCC[Si](C)(C)C ((3R,3aR,6R,6aR)-6-[(6-Chloro-5-{4-[4-({[methyl(oxo)pyrrolidin-1-yl-λ6-sulfanylidene]amino}methyl)phenyl]phenyl}-3-{[2-(trimethylsilyl)ethoxy]methyl}-3H-imidazo[4,5-b]pyridin-2-yl)oxy]-hexahydrofuro[3,2-b]furan-3-ol). RXN SMILES: [Cl:1][C:2]1[CH:3]=[C:4]2[N:25]=[C:24]([O:26][C@H:27]3[C@H:31]4[O:32][CH2:33][C@@H:34]([OH:35])[C@H:30]4[O:29][CH2:28]3)[N:23]([CH2:36][O:37][CH2:38][CH2:39][Si:40]([CH3:43])([CH3:42])[CH3:41])[C:5]2=[N:6][C:7]=1[C:8]1[CH:13]=[CH:12][C:11](B2OC(C)(C)C(C)(C)O2)=[CH:10][CH:9]=1.Br[C:45]1[CH:50]=[CH:49][C:48]([CH2:51][N:52]=[S:53]([CH3:60])(=[O:59])[N:54]2[CH2:58][CH2:57][CH2:56][CH2:55]2)=[CH:47][CH:46]=1>O1CCOCC1>[Cl:1][C:2]1[CH:3]=[C:4]2[N:25]=[C:24]([O:26][C@H:27]3[C@H:31]4[O:32][CH2:33][C@@H:34]([OH:35])[C@H:30]4[O:29][CH2:28]3)[N:23]([CH2:36][O:37][CH2:38][CH2:39][Si:40]([CH3:43])([CH3:42])[CH3:41])[C:5]2=[N:6][C:7]=1[C:8]1[CH:9]=[CH:10][C:11]([C:45]2[CH:50]=[CH:49][C:48]([CH2:51][N:52]=[S:53]([CH3:60])(=[O:59])[N:54]3[CH2:58][CH2:57][CH2:56][CH2:55]3)=[CH:47][CH:46]=2)=[CH:12][CH:13]=1. Procedure details: The title compound is prepared from (3R,3aR,6R,6aR)-6-(6-chloro-5-(4-(4,4,5,5-tetramethyl-1,3,2-dioxaborolan-2-yl)phenyl)-3-(2-trimethylsilanyl-ethoxymethyl)-3H-imidazo[4,5-b]pyridin-2-yloxy)hexahydrofuro[3,2-b]furan-3-ol and [(4-bromophenyl)-methyl][methyl(oxo)pyrrolidin-1-yl-λ6-sulfanylidene]amine following a procedure analogous to that described for Intermediate 3 (Step 3) using 1,4-dioxane as a solvent. LC (method 1): tR=1.05 min; Mass spectrum (ESI+): m/z=740 [M+H]+.